This data is from the Open Reaction Database (ORD), a public repository of structured organic reaction records. The task is: describe an organic reaction: reactants, conditions, products, and yield Reactants: CCOC(=O)c1cnc2n(c1=O)C(C)CCC2Br, CCO, CNc1ccccc1, ClCCl, Cl. Product: CCOC(=O)c1cnc2n(c1=O)C(C)CCC2N(C)c1ccccc1. Reaction SMILES: [CH2:1]([CH3:2])[O:3][C:4](=[O:5])[c:6]1[cH:7][n:8][c:9]2[n:10]([c:11]1=[O:12])[CH:13]([CH3:18])[CH2:14][CH2:15][CH:16]2[Br:17].[CH3:19][CH2:20][OH:21].[CH3:22][NH:23][c:24]1[cH:25][cH:26][cH:27][cH:28][cH:29]1.[Cl:31][CH2:32][Cl:33].[ClH:30]>>[CH2:1]([CH3:2])[O:3][C:4](=[O:5])[c:6]1[cH:7][n:8][c:9]2[n:10]([c:11]1=[O:12])[CH:13]([CH3:18])[CH2:14][CH2:15][CH:16]2[N:23]([CH3:22])[c:24]1[cH:25][cH:26][cH:27][cH:28][cH:29]1.